From a dataset of the Open Reaction Database (ORD), a public repository of structured organic reaction records. describe an organic reaction: reactants, conditions, products, and yield Reactants: BrC=1C=C(C=CC1O)[C@@H](CC(=O)OC)CCC (Methyl (3R)-3-(3-bromo-4-hydroxyphenyl)hexanoate), C([O-])([O-])=O.[Cs+].[Cs+] (cesium carbonate), C(C1=CC=CC=C1)Br (benzyl bromide). Run in O (water), CN(C)C=O (DMF). Run at time 8 hour. Product: BrC=1C=C(C=CC1OCC1=CC=CC=C1)[C@@H](CC(=O)OC)CCC (Methyl (3R)-3-(3-bromo-4-((phenylmethyl)oxy)phenyl)hexanoate). The yield is 85.5%. RXN SMILES: [Br:1][C:2]1[CH:3]=[C:4]([C@H:9]([CH2:15][CH2:16][CH3:17])[CH2:10][C:11]([O:13][CH3:14])=[O:12])[CH:5]=[CH:6][C:7]=1[OH:8].C(=O)([O-])[O-].[Cs+].[Cs+].[CH2:24](Br)[C:25]1[CH:30]=[CH:29][CH:28]=[CH:27][CH:26]=1>CN(C=O)C.O>[Br:1][C:2]1[CH:3]=[C:4]([C@H:9]([CH2:15][CH2:16][CH3:17])[CH2:10][C:11]([O:13][CH3:14])=[O:12])[CH:5]=[CH:6][C:7]=1[O:8][CH2:24][C:25]1[CH:30]=[CH:29][CH:28]=[CH:27][CH:26]=1 |f:1.2.3|. Procedure details: To a flask containing 27.1 (0.900 g, 2.99 mmol) and cesium carbonate (1.27 g, 3.88 mmol) in 8 mL of DMF was added benzyl bromide (0.43 mL, 3.59 mmol), and the resulting mixture was stirred overnight. The reaction was diluted with water and extracted with EtOAc. The combined organic layers were washed with brine, dried over Na2SO4, filtered, concentrated, and then purified by silica gel chromatography (0 to 20% EtOAc/Hexanes) to provide 27.2 (1.00 g, 86% yield). Starting materials: OCCCNc1nc2cc(C(F)(F)F)c(Br)cc2n2ccnc12, O=C([O-])[O-], CC#N, ClCCl, [K+], [K+], O. The product is C=Cc1cc2c(cc1C(F)(F)F)nc(NCCCO)c1nccn12. RXN SMILES: [Br:1][c:2]1[c:3]([C:20]([F:21])([F:22])[F:23])[cH:4][c:5]2[n:6][c:7]([NH:15][CH2:16][CH2:17][CH2:18][OH:19])[c:8]3[n:9]([c:10]2[cH:11]1)[cH:12][cH:13][n:14]3.[C:27](=[O:28])([O-:29])[O-:30].[CH3:33][C:34]#[N:35].[Cl:24][CH2:25][Cl:26].[K+:31].[K+:32].[OH2:36]>>[c:2]1([CH:33]=[CH2:34])[c:3]([C:20]([F:21])([F:22])[F:23])[cH:4][c:5]2[n:6][c:7]([NH:15][CH2:16][CH2:17][CH2:18][OH:19])[c:8]3[n:9]([c:10]2[cH:11]1)[cH:12][cH:13][n:14]3. Starting materials: ClCCl, C[Si](C)(C)CCOCn1nc(NC2CCN(S(C)(=O)=O)CC2)c2nc(-c3c(F)cccc3F)c3cc(C=O)ccc3c21, O=C(O)C(F)(F)F, [Na+], O=C([O-])O. The product is CS(=O)(=O)N1CCC(Nc2n[nH]c3c2nc(-c2c(F)cccc2F)c2cc(C=O)ccc23)CC1. RXN SMILES: [Cl:50][CH2:51][Cl:52].[F:1][c:2]1[c:3](-[c:9]2[n:10][c:11]3[c:12]([c:13]4[cH:14][cH:15][c:16]([CH:19]=[O:20])[cH:17][c:18]24)[n:21]([CH2:35][O:36][CH2:37][CH2:38][Si:39]([CH3:40])([CH3:41])[CH3:42])[n:22][c:23]3[NH:24][CH:25]2[CH2:26][CH2:27][N:28]([S:31](=[O:32])(=[O:33])[CH3:34])[CH2:29][CH2:30]2)[c:4]([F:8])[cH:5][cH:6][cH:7]1.[F:43][C:44]([F:45])([F:46])[C:47]([OH:48])=[O:49].[Na+:57].[O-:53][C:54]([OH:55])=[O:56]>>[F:1][c:2]1[c:3](-[c:9]2[n:10][c:11]3[c:12]([c:13]4[cH:14][cH:15][c:16]([CH:19]=[O:20])[cH:17][c:18]24)[nH:21][n:22][c:23]3[NH:24][CH:25]2[CH2:26][CH2:27][N:28]([S:31](=[O:32])(=[O:33])[CH3:34])[CH2:29][CH2:30]2)[c:4]([F:8])[cH:5][cH:6][cH:7]1. Starting materials: BrC1=CC=C2C=CC(=NC2=C1)C=CC1=CC(=CC=C1)O (7-bromo-2-(2-(3-hydroxyphenyl)ethenyl)quinoline), CC(C(=O)OC)Br (methyl DL-2-bromo-propionate), C(=O)([O-])[O-].[K+].[K+] (K2CO3). Solvent: C(C)C(=O)C (methyl ethyl ketone). Product: BrC1=CC=C2C=CC(=NC2=C1)C=CC=1C=C(OC(C(=O)OC)C)C=CC1 (Methyl 2-(3-(2-(7-Bromoquinolin-2-yl)ethenyl)phenoxy)-propanoate). Reaction SMILES: [Br:1][C:2]1[CH:11]=[C:10]2[C:5]([CH:6]=[CH:7][C:8]([CH:12]=[CH:13][C:14]3[CH:19]=[CH:18][CH:17]=[C:16]([OH:20])[CH:15]=3)=[N:9]2)=[CH:4][CH:3]=1.[CH3:21][CH:22](Br)[C:23]([O:25][CH3:26])=[O:24].C([O-])([O-])=O.[K+].[K+]>C(C(C)=O)C>[Br:1][C:2]1[CH:11]=[C:10]2[C:5]([CH:6]=[CH:7][C:8]([CH:12]=[CH:13][C:14]3[CH:15]=[C:16]([CH:17]=[CH:18][CH:19]=3)[O:20][CH:22]([CH3:21])[C:23]([O:25][CH3:26])=[O:24])=[N:9]2)=[CH:4][CH:3]=1 |f:2.3.4|. Procedure details: To the phenol (Example 35, Step 2) (1 g) in methyl ethyl ketone (20 ml) was added methyl DL-2-bromo-propionate (2 g) and K2CO3 (1 g). The mixture was heated overnight at reflux filtered and evaporated. Flash chromatography of the residue using 10% ethyl acetate in hexane afforded the title compound. Recrystallization from ethyl acetate hexane afforded the title compound: m.p. 101°-102°.